Dataset: the Open Reaction Database (ORD), a public repository of structured organic reaction records. Task: describe an organic reaction: reactants, conditions, products, and yield Starting materials: ClCCNC(=O)NC1=CC(=C(C=C1)OC)OC (1-chloro-2-[[[(3,4-dimethoxyphenyl)amino]carbonyl]amino]ethane), [OH-].[K+] (potassium hydroxide). Solvent: C(C)O (ethanol), C(C)O (ethanol). Reaction conditions: time 2 day. The product is COC=1C=C(C=CC1OC)N1C(NCC1)=O (1-(3,4-Dimethoxyphenyl)-2-imidazolidinone). As a reaction SMILES: Cl[CH2:2][CH2:3][NH:4][C:5]([NH:7][C:8]1[CH:13]=[CH:12][C:11]([O:14][CH3:15])=[C:10]([O:16][CH3:17])[CH:9]=1)=[O:6].[OH-].[K+]>C(O)C>[CH3:17][O:16][C:10]1[CH:9]=[C:8]([N:7]2[CH2:2][CH2:3][NH:4][C:5]2=[O:6])[CH:13]=[CH:12][C:11]=1[O:14][CH3:15] |f:1.2|. Reported procedure: To a solution of 82.6 g (0.32 mol) of 1-chloro-2-[[[(3,4-dimethoxyphenyl)amino]carbonyl]amino]ethane in 800 ml of ethanol was added dropwise a solution of 21.5 g (0.383 mol) of potassium hydroxide in 400 ml of ethanol. The mixture was stirred for two days at room temperature and the precipitate filtered off by suction. The crude product was recrystallized from 1.5 l of ethyl acetate containing 10% methanol; yield, 52.5 g; melting point 168° C. Reactants: ClCCl, O=C(OC(=O)C(F)(F)F)C(F)(F)F, O=C(O)C(F)(F)F, [O-][n+]1nc(NCCN2CCCCCC2)nc2cc3c(cc21)CCC3, N, OO. Product: [O-][n+]1nc(NCCN2CCCCCC2)[n+]([O-])c2cc3c(cc21)CCC3. As a reaction SMILES: [Cl:47][CH2:48][Cl:49].[F:3][C:4]([F:5])([F:7])[C:8](=[O:6])[O:9][C:10](=[O:11])[C:12]([F:13])([F:14])[F:15].[F:40][C:41]([F:42])([F:43])[C:44]([OH:45])=[O:46].[N:16]1([CH2:23][CH2:24][NH:25][c:26]2[n:27][n+:28]([O-:39])[c:29]3[c:30]([n:31]2)[cH:32][c:33]2[c:37]([cH:38]3)[CH2:36][CH2:35][CH2:34]2)[CH2:17][CH2:18][CH2:19][CH2:20][CH2:21][CH2:22]1.[NH3:50].[OH:1][OH:2]>>[O-:6][n+:31]1[c:26]([NH:25][CH2:24][CH2:23][N:16]2[CH2:17][CH2:18][CH2:19][CH2:20][CH2:21][CH2:22]2)[n:27][n+:28]([O-:39])[c:29]2[c:30]1[cH:32][c:33]1[c:37]([cH:38]2)[CH2:36][CH2:35][CH2:34]1. Starting materials: CC1=C(C=CC(=C1)[N+](=O)[O-])N=C=S (2-Methyl-4-nitrophenyl isothiocyanate), C(C)C(CN)CC (2-ethyl-1-butylamine), ClC(C(=O)O)C (α-chloropropionic acid). The product is CC1=C(C=CC(=C1)[N+](=O)[O-])N=C1SC(C(N1CC(CC)CC)=O)C (2-(2-methyl-4-nitrophenylimino)-3-(2-ethyl-1-butyl)-5-methyl-1,3-thiazolidin-4-one). As a reaction SMILES: [CH3:1][C:2]1[CH:7]=[C:6]([N+:8]([O-:10])=[O:9])[CH:5]=[CH:4][C:3]=1[N:11]=[C:12]=[S:13].[CH2:14]([CH:16]([CH2:19][CH3:20])[CH2:17][NH2:18])[CH3:15].Cl[CH:22]([CH3:26])[C:23](O)=[O:24]>>[CH3:1][C:2]1[CH:7]=[C:6]([N+:8]([O-:10])=[O:9])[CH:5]=[CH:4][C:3]=1[N:11]=[C:12]1[N:18]([CH2:17][CH:16]([CH2:19][CH3:20])[CH2:14][CH3:15])[C:23](=[O:24])[CH:22]([CH3:26])[S:13]1. Procedure details: 2-Methyl-4-nitrophenyl isothiocyanate was reacted with 2-ethyl-1-butylamine followed by α-chloropropionic acid according to Method C8a to afford 2-(2-methyl-4-nitrophenylimino)-3-(2-ethyl-1-butyl)-5-methyl-1,3-thiazolidin-4-one. The reactants are C(#N)C1=CC=C(C=C2C(N(C(N2)=O)CC(=O)OCC2=CC=CC=C2)=O)C=C1 (benzyl (5-(4-cyanobenzylidene)-2,4-dioxoimidazolidin-3-yl)-acetate), Cl (HCl). Solvent: C(C)(=O)O (acetic acid). Yields the product C(#N)C1=CC=C(C=C2C(N(C(N2)=O)CC(=O)O)=O)C=C1 ((5-(4-Cyanobenzylidene)-2,4-dioxoimidazolidin-3-yl)-acetic acid). As a reaction SMILES: [C:1]([C:3]1[CH:27]=[CH:26][C:6]([CH:7]=[C:8]2[NH:12][C:11](=[O:13])[N:10]([CH2:14][C:15]([O:17]CC3C=CC=CC=3)=[O:16])[C:9]2=[O:25])=[CH:5][CH:4]=1)#[N:2].Cl>C(O)(=O)C>[C:1]([C:3]1[CH:4]=[CH:5][C:6]([CH:7]=[C:8]2[NH:12][C:11](=[O:13])[N:10]([CH2:14][C:15]([OH:17])=[O:16])[C:9]2=[O:25])=[CH:26][CH:27]=1)#[N:2]. Reported procedure: 0.4 g (1.1 mmol) of benzyl (5-(4-cyanobenzylidene)-2,4-dioxoimidazolidin-3-yl)-acetate are heated under reflux with 5 ml of 6N HCl and 5 ml of acetic acid for 30 minutes, the mixture is filtered hot and the filtrate is cooled. The product which has precipitated is filtered off with suction, washed with water and dried. Starting materials: B, CN(C)C, Cl, CCOC(=O)C(NC(=O)C(CC(C)C)=NO)C(=O)OCC. Product: CCOC(=O)C1NC(=O)C(CC(C)C)N(O)C1=O. As a reaction SMILES: [BH3:27].[CH3:23][N:24]([CH3:25])[CH3:26].[ClH:1].[OH:2][N:3]=[C:4]([C:5](=[O:6])[NH:7][CH:8]([C:9](=[O:10])[O:11][CH2:12][CH3:13])[C:14](=[O:15])[O:16][CH2:17][CH3:18])[CH2:19][CH:20]([CH3:21])[CH3:22]>>[OH:2][N:3]1[CH:4]([CH2:19][CH:20]([CH3:21])[CH3:22])[C:5](=[O:6])[NH:7][CH:8]([C:9](=[O:10])[O:11][CH2:12][CH3:13])[C:14]1=[O:15]. Starting materials: CCOC(C)=O, CCCCCC, Cc1cc(C)c2c(c1C)OC(=O)C2(C)c1ccc(C(C)C)cc1. Yields the product Cc1cc(C)c(C(C)(CO)c2ccc(C(C)C)cc2)c(O)c1C. Reaction SMILES: [C:30]([O:31][CH2:32][CH3:33])(=[O:34])[CH3:35].[CH3:24][CH2:25][CH2:26][CH2:27][CH2:28][CH3:29].[CH:1]([CH3:2])([CH3:3])[c:4]1[cH:5][cH:6][c:7]([C:10]2([CH3:23])[C:11](=[O:22])[O:12][c:13]3[c:14]2[c:15]([CH3:21])[cH:16][c:17]([CH3:20])[c:18]3[CH3:19])[cH:8][cH:9]1>>[CH:1]([CH3:2])([CH3:3])[c:4]1[cH:5][cH:6][c:7]([C:10]([CH2:11][OH:22])([c:14]2[c:13]([OH:12])[c:18]([CH3:19])[c:17]([CH3:20])[cH:16][c:15]2[CH3:21])[CH3:23])[cH:8][cH:9]1. Reactants: BrC1=NC=C(C=C1)Br (2,5-dibromopyridine), [Li]CCCC (n-BuLi), CSSC (methyl disulfide). Solvent: C1(=CC=CC=C1)C (toluene). Conditions: temperature -78 celsius, time 2 hour. Yields the product BrC=1C=CC(=NC1)SC (5-Bromo-2-methylsulfanyl-pyridine). Isolated yield 63.6%. As a reaction SMILES: Br[C:2]1[CH:7]=[CH:6][C:5]([Br:8])=[CH:4][N:3]=1.[Li]CCCC.[CH3:14][S:15]SC>C1(C)C=CC=CC=1>[Br:8][C:5]1[CH:6]=[CH:7][C:2]([S:15][CH3:14])=[N:3][CH:4]=1. Reported procedure: To a stirred solution of 2,5-dibromopyridine (5.00 g, 21.11 mmol) in anhydrous toluene (300 mL) at −78° C. under nitrogen was slowly added a solution of n-BuLi (10.13 mL, 25.33 mmol, 2.5M in hexanes). After 2 h at −78° C., methyl disulfide (2.47 mL, 27.44 mmol) was added. The reaction mixture was stirred for 1 h at −78° C. and was allowed to warm to room temperature, quenched with saturated NH4Cl to form a two-phase system. The organic layer was separated, washed with sat NH4C1, H2O and brine, d... The reactants are CC(C)(C)OC(=O)N1CCC(CC(=O)Nc2c(C(=O)Nc3ccc(Cl)cn3)oc3ccccc23)CC1, CCOC(C)=O, Cl. The product is O=C(CC1CCNCC1)Nc1c(C(=O)Nc2ccc(Cl)cn2)oc2ccccc12. As a reaction SMILES: [C:1]([O:2][C:3](=[O:4])[N:8]1[CH2:9][CH2:10][CH:11]([CH2:14][C:15](=[O:16])[NH:17][c:18]2[c:19]([C:27](=[O:28])[NH:29][c:30]3[n:31][cH:32][c:33]([Cl:36])[cH:34][cH:35]3)[o:20][c:21]3[c:22]2[cH:23][cH:24][cH:25][cH:26]3)[CH2:12][CH2:13]1)([CH3:5])([CH3:6])[CH3:7].[CH3:38][CH2:39][O:40][C:41](=[O:42])[CH3:43].[ClH:37]>>[NH:8]1[CH2:9][CH2:10][CH:11]([CH2:14][C:15](=[O:16])[NH:17][c:18]2[c:19]([C:27](=[O:28])[NH:29][c:30]3[n:31][cH:32][c:33]([Cl:36])[cH:34][cH:35]3)[o:20][c:21]3[c:22]2[cH:23][cH:24][cH:25][cH:26]3)[CH2:12][CH2:13]1.